This data is from the Open Reaction Database (ORD), a public repository of structured organic reaction records. The task is: describe an organic reaction: reactants, conditions, products, and yield The reactants are C1(CCCC1)OC=1C=C(CC(C(=O)OCC)(C(=O)OCC)CC(=O)C2=CC=C(C=C2)OC)C=CC1OC (diethyl α-(3-cyclopentyloxy-4-methoxybenzyl)-α-(4-methoxyphenacyl)malonate), C1COCCOCCOCCOCCOCCO1 (18-crown-6), solution, [OH-].[K+] (potassium hydroxide), Cl (hydrochloric acid). The solvent is C1=CC=CC=C1 (benzene), C(C)O (ethanol). Conditions: time 30 minute. Yields the product C1(CCCC1)OC=1C=C(CC(C(=O)OCC)CC(=O)C2=CC=C(C=C2)OC)C=CC1OC (Ethyl α-(3-cyclopentyloxy-4-methoxybenzyl)-α-(4-methoxyphenacyl)acetate), crystals. The yield is 81.0%. As a reaction SMILES: [CH:1]1([O:6][C:7]2[CH:8]=[C:9]([CH:33]=[CH:34][C:35]=2[O:36][CH3:37])[CH2:10][C:11]([CH2:22][C:23]([C:25]2[CH:30]=[CH:29][C:28]([O:31][CH3:32])=[CH:27][CH:26]=2)=[O:24])(C(OCC)=O)[C:12]([O:14][CH2:15][CH3:16])=[O:13])[CH2:5][CH2:4][CH2:3][CH2:2]1.C1OCCOCCOCCOCCOCCOC1.[OH-].[K+].Cl>C1C=CC=CC=1.C(O)C>[CH:1]1([O:6][C:7]2[CH:8]=[C:9]([CH:33]=[CH:34][C:35]=2[O:36][CH3:37])[CH2:10][CH:11]([CH2:22][C:23]([C:25]2[CH:26]=[CH:27][C:28]([O:31][CH3:32])=[CH:29][CH:30]=2)=[O:24])[C:12]([O:14][CH2:15][CH3:16])=[O:13])[CH2:2][CH2:3][CH2:4][CH2:5]1 |f:2.3|. Procedure details: 2.43 g (4.7 mmol) of diethyl α-(3-cyclopentyloxy-4-methoxybenzyl)-α-(4-methoxyphenacyl)malonate [prepared as described in step (ii) above] and 1.26 g (4.7 mmol) of 18-crown-6 were dissolved in 50 ml of benzene, and 4.70 ml (4.7 mmol) of a 1.1M solution of potassium hydroxide in ethanol were added to the resulting solution. The mixture was then stirred for 30 minutes, after which the ethanol in the reaction mixture was removed by distillation under reduced pressure. The remaining reaction solutio... Starting materials: ClC1=C(C=C(C=C1[N+](=O)[O-])NC(OC)=O)C=1CCN(CC1)C (methyl (4-chloro-3-(1-methyl-1,2,3,6-tetrahydropyridin-4-yl)-5-nitrophenyl)carbamate). Reagents/catalysts: [Pt](=O)=O (platinum (IV) oxide). Solvent: CO (MeOH), C(C)(=O)OCC (ethyl acetate). Run at time 1 hour. Product: NC=1C=C(C=C(C1Cl)C1CCN(CC1)C)NC(OC)=O (methyl (3-amino-4-chloro-5-(1-methylpiperidin-4-yl)phenyl)carbamate). Yield: 67.3%. As a reaction SMILES: [Cl:1][C:2]1[C:7]([N+:8]([O-])=O)=[CH:6][C:5]([NH:11][C:12](=[O:15])[O:13][CH3:14])=[CH:4][C:3]=1[C:16]1[CH2:17][CH2:18][N:19]([CH3:22])[CH2:20][CH:21]=1>CO.C(OCC)(=O)C.[Pt](=O)=O>[NH2:8][C:7]1[CH:6]=[C:5]([NH:11][C:12](=[O:15])[O:13][CH3:14])[CH:4]=[C:3]([CH:16]2[CH2:17][CH2:18][N:19]([CH3:22])[CH2:20][CH2:21]2)[C:2]=1[Cl:1]. Procedure: A mixture of methyl (4-chloro-3-(1-methyl-1,2,3,6-tetrahydropyridin-4-yl)-5-nitrophenyl)carbamate (213 mg, 0.654 mmol) and platinum (IV) oxide (240 mg, 0.654 mmol) in a mixture of MeOH (50 mL) and ethyl acetate (3 mL) was hydrogenated (balloon of H2). The reaction completed within 1 h. The catalyst was removed by filtration through a celite pad and the pad was rinsed with MeOH. The solvent was removed and radial silica gel chromatography, eluting with DCM containing 0 to 3% MeOH gave methyl (3-a... The reactants are FC(F)(F)Oc1ccc(Cl)c(Br)c1, CCCCC([Sn])=C(CCCC)CCCC, Cc1ccccc1. Product: C=Cc1cc(OC(F)(F)F)ccc1Cl. RXN SMILES: [Br:1][c:2]1[c:3]([Cl:13])[cH:4][cH:5][c:6]([O:8][C:9]([F:10])([F:11])[F:12])[cH:7]1.[CH2:14]([CH2:15][CH2:27][CH3:28])[C:16]([Sn:17])=[C:18]([CH2:19][CH2:20][CH2:21][CH3:22])[CH2:23][CH2:24][CH2:25][CH3:26].[CH3:29][c:30]1[cH:31][cH:32][cH:33][cH:34][cH:35]1>>[c:2]1([CH:14]=[CH2:15])[c:3]([Cl:13])[cH:4][cH:5][c:6]([O:8][C:9]([F:10])([F:11])[F:12])[cH:7]1. Reactants: [BH4-], Cl, [H][H], CC1=NN=C(c2ccc(N)cc2)c2cc3c(cc2C1)OCO3, [Na+], [Na+], [OH-], O, c1ccncc1. The product is CC1Cc2cc3c(cc2C(c2ccc(N)cc2)=NN1)OCO3. As a reaction SMILES: [BH4-:23].[ClH:25].[H:28][H:29].[NH2:1][c:2]1[cH:3][cH:4][c:5]([C:8]2=[N:9][N:10]=[C:11]([CH3:22])[CH2:12][c:13]3[c:14]2[cH:15][c:16]2[c:17]([cH:18]3)[O:19][CH2:20][O:21]2)[cH:6][cH:7]1.[Na+:24].[Na+:27].[OH-:26].[OH2:30].[cH:31]1[cH:32][cH:33][n:34][cH:35][cH:36]1>>[NH2:1][c:2]1[cH:3][cH:4][c:5]([C:8]2=[N:9][NH:10][CH:11]([CH3:22])[CH2:12][c:13]3[c:14]2[cH:15][c:16]2[c:17]([cH:18]3)[O:19][CH2:20][O:21]2)[cH:6][cH:7]1. The reactants are Cc1oc(-c2ccccc2)nc1CCC(=O)c1ccc(CCCC2OC(=O)NC2=O)cc1, CC(=O)[O-], CO, Cl, NO, [Na+], O. The product is Cc1oc(-c2ccccc2)nc1CCC(=NO)c1ccc(CCCC2OC(=O)NC2=O)cc1. As a reaction SMILES: [CH3:1][c:2]1[c:3]([CH2:13][CH2:14][C:15](=[O:16])[c:17]2[cH:18][cH:19][c:20]([CH2:23][CH2:24][CH2:25][CH:26]3[C:27](=[O:32])[NH:28][C:29](=[O:31])[O:30]3)[cH:21][cH:22]2)[n:4][c:5](-[c:7]2[cH:8][cH:9][cH:10][cH:11][cH:12]2)[o:6]1.[CH3:37][C:38](=[O:39])[O-:40].[CH3:41][OH:42].[ClH:33].[NH2:34][OH:35].[Na+:36].[OH2:43]>>[CH3:1][c:2]1[c:3]([CH2:13][CH2:14][C:15]([c:17]2[cH:18][cH:19][c:20]([CH2:23][CH2:24][CH2:25][CH:26]3[C:27](=[O:32])[NH:28][C:29](=[O:31])[O:30]3)[cH:21][cH:22]2)=[N:34][OH:35])[n:4][c:5](-[c:7]2[cH:8][cH:9][cH:10][cH:11][cH:12]2)[o:6]1. Reactants: CCO, Cl, [Na+], CCOC(=O)c1cnc2n(c1=O)CCc1ccccc1-2, [OH-]. Product: O=C(O)c1cnc2n(c1=O)CCc1ccccc1-2. RXN SMILES: [CH3:24][CH2:25][OH:26].[ClH:23].[Na+:22].[O:1]=[c:2]1[c:3]([C:16](=[O:17])[O:18][CH2:19][CH3:20])[cH:4][n:5][c:6]2[n:7]1[CH2:8][CH2:9][c:10]1[cH:11][cH:12][cH:13][cH:14][c:15]1-2.[OH-:21]>>[O:1]=[c:2]1[c:3]([C:16](=[O:17])[OH:18])[cH:4][n:5][c:6]2[n:7]1[CH2:8][CH2:9][c:10]1[cH:11][cH:12][cH:13][cH:14][c:15]1-2. Yields the product ClC=1C=C(C=CC1)C1=NOC(=N1)C1CN(CC(C1)C1=CC=C(C=C1)C(F)(F)F)C(=O)N1CC(C1)O ({3-[3-(3-Chlorophenyl)-1,2,4-oxadiazol-5-yl]-5-[4-(trifluoromethyl)phenyl]piperidin-1-yl}(3-hydroxyazetidin-1-yl)methanone). RXN SMILES: [OH:1][CH:2]1[CH2:5][N:4]([C:6]([N:8]2[CH2:13][CH:12]([C:14]3[CH:19]=[CH:18][C:17]([C:20]([F:23])([F:22])[F:21])=[CH:16][CH:15]=3)[CH2:11][CH:10]([C:24](O)=[O:25])[CH2:9]2)=[O:7])[CH2:3]1.[Cl:27][C:28]1[CH:29]=[C:30]([C:34](=[N:36]O)[NH2:35])[CH:31]=[CH:32][CH:33]=1>>[Cl:27][C:28]1[CH:29]=[C:30]([C:34]2[N:36]=[C:24]([CH:10]3[CH2:11][CH:12]([C:14]4[CH:15]=[CH:16][C:17]([C:20]([F:23])([F:22])[F:21])=[CH:18][CH:19]=4)[CH2:13][N:8]([C:6]([N:4]4[CH2:3][CH:2]([OH:1])[CH2:5]4)=[O:7])[CH2:9]3)[O:25][N:35]=2)[CH:31]=[CH:32][CH:33]=1. The reactants are OC1CN(C1)C(=O)N1CC(CC(C1)C1=CC=C(C=C1)C(F)(F)F)C(=O)O (1-[(3-Hydroxyazetidin-1-yl)carbonyl]-5-[4-(trifluoromethyl)phenyl]piperidine-3-carboxylic acid), ClC=1C=C(C=CC1)C(N)=NO (3-chloro-N′-hydroxybenzenecarboximidamide). Reported procedure: 90.0 mg (0.242 mmol) of 1-[(3-hydroxyazetidin-1-yl)carbonyl]-5-[4-(trifluoromethyl)phenyl]piperidine-3-carboxylic acid (Example 101A) and 45.4 mg (0.266 mmol) of 3-chloro-N′-hydroxybenzenecarboximidamide were reacted according to the General Method 1. Yield: 34.7 mg (28% of theory). Reactants: C1OC=2C=C(C=CC2O1)C1C(C(C2=CC=CC=C12)C1=CC=CC=C1)C(=O)[O-] (1-(3,4-methylenedioxyphenyl)-3-phenylindane-2-carboxylate), [OH-].[K+] (KOH). The reagents and catalysts are CCO (EtOH). Run in C1CCOC1 (THF). Conditions: time 8 hour. Yields the product C1OC=2C=C(C=CC2O1)C1C(C(C2=CC=CC=C12)C1=CC=CC=C1)C(=O)O (1-(3,4-Methylenedioxyphenyl)-3-phenylindane-2-carboxylic acid), solid. Yield: 51.0%. As a reaction SMILES: [CH2:1]1[O:9][C:8]2[CH:7]=[CH:6][C:5]([CH:10]3[C:18]4[C:13](=[CH:14][CH:15]=[CH:16][CH:17]=4)[CH:12]([C:19]4[CH:24]=[CH:23][CH:22]=[CH:21][CH:20]=4)[CH:11]3[C:25]([O-:27])=[O:26])=[CH:4][C:3]=2[O:2]1.[OH-].[K+]>CCO.C1COCC1>[CH2:1]1[O:9][C:8]2[CH:7]=[CH:6][C:5]([CH:10]3[C:18]4[C:13](=[CH:14][CH:15]=[CH:16][CH:17]=4)[CH:12]([C:19]4[CH:20]=[CH:21][CH:22]=[CH:23][CH:24]=4)[CH:11]3[C:25]([OH:27])=[O:26])=[CH:4][C:3]=2[O:2]1 |f:1.2|. Reported procedure: To a solution of ethyl (1RS, 2SR, 3SR)-1-(3,4-methylenedioxyphenyl)-3-phenylindane-2-carboxylate (650 mg, 1.68 mmol) in EtOH containing a few drops of THF was added 6M KOH (1.68 ml, 10.1 mmol). The resulting mixture was allowed to stir at room temperature overnight, then was concentrated under reduced pressure. The residue was partitioned between H2O and Et2O. The aqueous phase was acidified with 3M HCl and extracted several times with EtOAc. The combined EtOAc extracts were washed successively ...